From a dataset of the Open Reaction Database (ORD), a public repository of structured organic reaction records. describe an organic reaction: reactants, conditions, products, and yield The reactants are C1(=CC=CC=C1)/C=C/C=1OC=C(N1)COC1=CC=C(C=C1)CCCCCO (5-[4-[2-[(E)-2-phenylethenyl]-4-oxazolylmethoxy]phenyl]pentanol), CS(=O)(=O)Cl (methanesulfonyl chloride). The product is CS(=O)(=O)OCCCCCC1=CC=C(C=C1)OCC=1N=C(OC1)\C=C\C1=CC=CC=C1 (5-[4-[2-[(E)-2-phenylethenyl]-4-oxazolylmethoxy]phenyl]pentyl methanesulfonate). The yield is 96.0%. Reaction SMILES: [C:1]1(/[CH:7]=[CH:8]/[C:9]2[O:10][CH:11]=[C:12]([CH2:14][O:15][C:16]3[CH:21]=[CH:20][C:19]([CH2:22][CH2:23][CH2:24][CH2:25][CH2:26][OH:27])=[CH:18][CH:17]=3)[N:13]=2)[CH:6]=[CH:5][CH:4]=[CH:3][CH:2]=1.[CH3:28][S:29](Cl)(=[O:31])=[O:30]>>[CH3:28][S:29]([O:27][CH2:26][CH2:25][CH2:24][CH2:23][CH2:22][C:19]1[CH:18]=[CH:17][C:16]([O:15][CH2:14][C:12]2[N:13]=[C:9](/[CH:8]=[CH:7]/[C:1]3[CH:2]=[CH:3][CH:4]=[CH:5][CH:6]=3)[O:10][CH:11]=2)=[CH:21][CH:20]=1)(=[O:31])=[O:30]. Procedure details: In substantially the same manner as in Reference Example 12, 5-[4-[2-[(E)-2-phenylethenyl]-4-oxazolylmethoxy]phenyl]pentanol was allowed to react with methanesulfonyl chloride to give 5-[4-[2-[(E)-2-phenylethenyl]-4-oxazolylmethoxy]phenyl]pentyl methanesulfonate. The yield was 96%. Recrystallization from ethyl acetate-hexane gave colorless prisms, mp 105-106° C. Starting materials: C(C1=CC=CC=C1)OC1=C(C=C2C(=CC=NC2=C1)OC=1C(=NC(=C(C1)C)C)C1=NC=CC=C1)OC (3-(7-Benzyloxy-6-methoxy-quinolin-4-yloxy)-5,6-dimethyl-[2,2′]bipyridine), C(C1=CC=CC=C1)OC1=C(C=C2C(=CC=NC2=C1)OC=1C(=NC(=C(C1)C)C)C1=NC=CC=C1)OC (3-(7-Benzyloxy-6-methoxy-quinolin-4-yloxy)-5,6-dimethyl-[2,2′]bipyridine), CS(=O)(=O)O (Methanesulfonic acid). Solvent: FC(C(=O)O)(F)F (trifluoroacetic acid). Run at temperature 70 celsius, time 1.5 hour. Product: CC=1C=C(C(=NC1C)C1=NC=CC=C1)OC1=CC=NC2=CC(=C(C=C12)OC)O (4-(5,6-Dimethyl-[2,2′]bipyridin-3-yloxy)-6-methoxy-quinolin-7-ol). Isolated yield 109.1%. RXN SMILES: C([O:8][C:9]1[CH:18]=[C:17]2[C:12]([C:13]([O:19][C:20]3[C:21]([C:28]4[CH:33]=[CH:32][CH:31]=[CH:30][N:29]=4)=[N:22][C:23]([CH3:27])=[C:24]([CH3:26])[CH:25]=3)=[CH:14][CH:15]=[N:16]2)=[CH:11][C:10]=1[O:34][CH3:35])C1C=CC=CC=1.CS(O)(=O)=O>FC(F)(F)C(O)=O>[CH3:26][C:24]1[CH:25]=[C:20]([O:19][C:13]2[C:12]3[C:17](=[CH:18][C:9]([OH:8])=[C:10]([O:34][CH3:35])[CH:11]=3)[N:16]=[CH:15][CH:14]=2)[C:21]([C:28]2[CH:33]=[CH:32][CH:31]=[CH:30][N:29]=2)=[N:22][C:23]=1[CH3:27]. Procedure details: 3-(7-Benzyloxy-6-methoxy-quinolin-4-yloxy)-5,6-dimethyl-[2,2′]bipyridine (compound 337) (497 mg) was dissolved in trifluoroacetic acid (5 ml) to prepare a solution. Methanesulfonic acid (0.5 ml) was added to the solution, and the mixture was stirred at 70° C. for 1.5 hr. The reaction solution was cooled to room temperature, and the solvent was removed by distillation under the reduced pressure. An aqueous sodium hydrogencarbonate solution was then added to the residue, and the mixture was extrac... Product: FC=1C=C(OC2CCN(CC2)C([C@H](C2=CC=CC=C2)N)=O)C=CC1F ((1S)-2-[4-(3,4-difluorophenoxy)-1-piperidinyl]-2-oxo-1-phenylethylamine). Starting materials: FC=1C=C(OC2CCN(CC2)C([C@H](C2=CC=CC=C2)NC(OC(C)(C)C)=O)=O)C=CC1F (tert-butyl (1S)-2-[4-(3,4-difluorophenoxy)-1-piperidinyl]-2-oxo-1-phenylethylcarbamate), FC(C(=O)O)(F)F (trifluoroacetic acid). RXN SMILES: [F:1][C:2]1[CH:3]=[C:4]([CH:29]=[CH:30][C:31]=1[F:32])[O:5][CH:6]1[CH2:11][CH2:10][N:9]([C:12](=[O:28])[C@@H:13]([NH:20]C(=O)OC(C)(C)C)[C:14]2[CH:19]=[CH:18][CH:17]=[CH:16][CH:15]=2)[CH2:8][CH2:7]1.FC(F)(F)C(O)=O>ClCCl>[F:1][C:2]1[CH:3]=[C:4]([CH:29]=[CH:30][C:31]=1[F:32])[O:5][CH:6]1[CH2:7][CH2:8][N:9]([C:12](=[O:28])[C@@H:13]([NH2:20])[C:14]2[CH:19]=[CH:18][CH:17]=[CH:16][CH:15]=2)[CH2:10][CH2:11]1. Procedure details: The product from Example 20, step a (0.650 g) was dissolved in dichloromethane (7 ml) and trifluoroacetic acid (2 ml) was added. After 3 hr at room temperature the solution was evaporated and aqueous NaOH (2M) added. The product was extracted with ethyl acetate, the combined organic extracts dried with Na2SO4 and concentrated to give the sub-title product as an oil (0.544 g). Run in ClCCl (dichloromethane). Reactants: NC1=NC=CC=C1 (2-aminopyridine), ClC1=CC=C2C(=CC=NC2=C1)N1CCNCC1 (7-chloro-4-(piperazin-1-yl)quinoline), ClC(=O)OC1=CC=C(C=C1)[N+](=O)[O-] (4-nitrophenyl chloroformate), C(C)(C)N(CC)C(C)C (diisopropyl(ethyl)amine). The solvent is C(Cl)Cl.CO (CH2Cl2 MeOH). Product: ClC1=CC=C2C(=CC=NC2=C1)N1CCN(CC1)C(=O)NC1=NC=CC=C1 (7-Chloro-4-[4-(2-pyridinylaminocarbonyl)piperazin-1-yl]quinoline). As a reaction SMILES: [NH2:1][C:2]1[CH:7]=[CH:6][CH:5]=[CH:4][N:3]=1.Cl[C:9](OC1C=CC([N+]([O-])=O)=CC=1)=[O:10].C(N(C(C)C)CC)(C)C.[Cl:30][C:31]1[CH:40]=[C:39]2[C:34]([C:35]([N:41]3[CH2:46][CH2:45][NH:44][CH2:43][CH2:42]3)=[CH:36][CH:37]=[N:38]2)=[CH:33][CH:32]=1>C(Cl)Cl.CO>[Cl:30][C:31]1[CH:40]=[C:39]2[C:34]([C:35]([N:41]3[CH2:46][CH2:45][N:44]([C:9]([NH:1][C:2]4[CH:7]=[CH:6][CH:5]=[CH:4][N:3]=4)=[O:10])[CH2:43][CH2:42]3)=[CH:36][CH:37]=[N:38]2)=[CH:33][CH:32]=1 |f:4.5|. Reported procedure: As described for example 78, 2-aminopyridine (142 mg, 1.51 mmol), 4-nitrophenyl chloroformate (304 mg, 1.51 mmol), diisopropyl(ethyl)amine (650 mg, 5.05 mmol), and 7-chloro-4-(piperazin-1-yl)quinoline (250 mg, 1.01 mmol) are reacted affording the title product after flash chromatography with CH2Cl2-MeOH.